This data is from the Open Reaction Database (ORD), a public repository of structured organic reaction records. The task is: describe an organic reaction: reactants, conditions, products, and yield Starting materials: N#CSc1cnc(NC(=O)N(C2CCCCC2)C2CCCCC2)s1, ClCCc1nnn[nH]1, OC(CS)C(O)CS. The product is O=C(Nc1ncc(SCCc2nnn[nH]2)s1)N(C1CCCCC1)C1CCCCC1. RXN SMILES: [CH:1]1([N:7]([C:8](=[O:9])[NH:10][c:11]2[s:12][c:13]([S:16][C:17]#[N:18])[cH:14][n:15]2)[CH:19]2[CH2:20][CH2:21][CH2:22][CH2:23][CH2:24]2)[CH2:2][CH2:3][CH2:4][CH2:5][CH2:6]1.[Cl:33][CH2:34][CH2:35][c:36]1[n:37][n:38][n:39][nH:40]1.[SH:25][CH2:26][CH:27]([CH:28]([CH2:29][SH:30])[OH:31])[OH:32]>>[CH:1]1([N:7]([C:8](=[O:9])[NH:10][c:11]2[s:12][c:13]([S:16][CH2:34][CH2:35][c:36]3[n:37][n:38][n:39][nH:40]3)[cH:14][n:15]2)[CH:19]2[CH2:20][CH2:21][CH2:22][CH2:23][CH2:24]2)[CH2:2][CH2:3][CH2:4][CH2:5][CH2:6]1. Starting materials: CO (methanol), N1=C(C=CC2=CC=CC=C12)COC1=CC=C(C=C1)C(CCC(=O)O)(C)C1=CC=C(C=C1)OCC1=NC2=CC=CC=C2C=C1 (4,4-bis (4-(2-quinolylmethoxy)phenyl)pentanoic acid), [OH-].[Na+] (sodium hydroxide). Run in O1CCOCC1 (dioxane). The product is [Na+].N1=C(C=CC2=CC=CC=C12)COC1=CC=C(C=C1)C(CCC(=O)[O-])(C)C1=CC=C(C=C1)OCC1=NC2=CC=CC=C2C=C1 (4,4-bis(4-(2-quinolylmethoxy)phenyl)pentanoic acid sodium salt). RXN SMILES: CO.[N:3]1[C:12]2[C:7](=[CH:8][CH:9]=[CH:10][CH:11]=2)[CH:6]=[CH:5][C:4]=1[CH2:13][O:14][C:15]1[CH:20]=[CH:19][C:18]([C:21]([C:28]2[CH:33]=[CH:32][C:31]([O:34][CH2:35][C:36]3[CH:45]=[CH:44][C:43]4[C:38](=[CH:39][CH:40]=[CH:41][CH:42]=4)[N:37]=3)=[CH:30][CH:29]=2)([CH3:27])[CH2:22][CH2:23][C:24]([OH:26])=[O:25])=[CH:17][CH:16]=1.[OH-].[Na+:47]>O1CCOCC1>[Na+:47].[N:3]1[C:12]2[C:7](=[CH:8][CH:9]=[CH:10][CH:11]=2)[CH:6]=[CH:5][C:4]=1[CH2:13][O:14][C:15]1[CH:20]=[CH:19][C:18]([C:21]([C:28]2[CH:33]=[CH:32][C:31]([O:34][CH2:35][C:36]3[CH:45]=[CH:44][C:43]4[C:38](=[CH:39][CH:40]=[CH:41][CH:42]=4)[N:37]=3)=[CH:30][CH:29]=2)([CH3:27])[CH2:22][CH2:23][C:24]([O-:26])=[O:25])=[CH:17][CH:16]=1 |f:2.3,5.6|. Procedure: To a solution in dioxane (10 mL) and methanol (10 mL) of 4,4-bis (4-(2-quinolylmethoxy)phenyl)pentanoic acid (320 mg, 0.56 mmol), prepared as in step 1, was added aqueous 1N sodium hydroxide (0.55 ml, 0.55 mmol). The mixture was then concentrated in vacuo. The product was crystallized by dissolving in CH2Cl2 and precipitation by dropwise addition of a mixture of ethyl acetate-ethyl ether (1:2): 1H NMR (300 MHz, DMSO--d6) d 1.47 (s, 3H), 1.63 (m, 2H), 2.18 (m, 2H), 5.31 (s, 4H), 6.95 (d, 4H, J=9 ... Reactants: CC(Oc1cc(-n2cnc3cnc(CO[Si](C)(C)C(C)(C)C)cc32)sc1C(N)=O)c1ccc(F)cc1C(F)(F)F, CCCC[N+](CCCC)(CCCC)CCCC, C1CCOC1, [F-]. As a reaction SMILES: [C:1]([Si:2]([CH3:3])([CH3:4])[O:6][CH2:7][c:8]1[cH:9][c:10]2[c:11]([cH:12][n:13]1)[n:14][cH:15][n:16]2-[c:17]1[cH:18][c:19]([O:25][CH:26]([CH3:27])[c:28]2[c:29]([C:35]([F:36])([F:37])[F:38])[cH:30][c:31]([F:34])[cH:32][cH:33]2)[c:20]([C:22](=[O:23])[NH2:24])[s:21]1)([CH3:5])([CH3:39])[CH3:40].[CH2:42]([N+:43]([CH2:44][CH2:45][CH2:46][CH3:47])([CH2:48][CH2:49][CH2:50][CH3:51])[CH2:52][CH2:53][CH2:54][CH3:55])[CH2:56][CH2:57][CH3:58].[CH2:59]1[O:60][CH2:61][CH2:62][CH2:63]1.[F-:41]>>[OH:6][CH2:7][c:8]1[cH:9][c:10]2[c:11]([cH:12][n:13]1)[n:14][cH:15][n:16]2-[c:17]1[cH:18][c:19]([O:25][CH:26]([CH3:27])[c:28]2[c:29]([C:35]([F:36])([F:37])[F:38])[cH:30][c:31]([F:34])[cH:32][cH:33]2)[c:20]([C:22](=[O:23])[NH2:24])[s:21]1. Yields the product CC(Oc1cc(-n2cnc3cnc(CO)cc32)sc1C(N)=O)c1ccc(F)cc1C(F)(F)F. Starting materials: C(C(C)C)(=O)N (isobutyramide), ClCC(=O)CCl (1,3-dichloroacetone), C(=O)(O)[O-].[Na+] (NaHCO3), [O-]S(=O)(=O)[O-].[Mg+2] (MgSO4). Run in CC(=O)C (acetone). The product is ClCC1(N=C(OC1)C(C)C)O (4-Chloromethyl-4-hydroxy-2-isopropyloxazoline). Isolated yield 45.6%. As a reaction SMILES: [C:1]([NH2:6])(=[O:5])[CH:2]([CH3:4])[CH3:3].[Cl:7][CH2:8][C:9]([CH2:11]Cl)=[O:10].C([O-])(O)=O.[Na+].[O-]S([O-])(=O)=O.[Mg+2]>CC(C)=O>[Cl:7][CH2:8][C:9]1([OH:10])[CH2:11][O:5][C:1]([CH:2]([CH3:4])[CH3:3])=[N:6]1 |f:2.3,4.5|. Reported procedure: To a solution of isobutyramide (9.876 g, 0.1122 mol) in acetone (130 mL) was added 1,3-dichloroacetone (10.0 g, 0.0748 mol), NaHCO3 (9.429 g, 0.1122 mol), and MgSO4 (18.01 g, 0.1496 mol). The mixture was heated at reflux under argon for 63 hrs, then cooled to room temperature, vacuum filtered, and concentrated in vacuo to a dark brown semi-solid. The residue was purified by SiO2 flash chromatography using a gradient of EtOAc/CH2Cl2 (5%, 10%, 20%. 40%) to obtain the desired product as an orange l... The reactants are CCO, N#Cc1ccc(I)cc1C#N, [Na+], [Na+], O=C([O-])[O-], CC(Oc1ccc(B(O)O)cc1)C(O)CCc1cccnc1, c1ccc(P(c2ccccc2)(c2ccccc2)[Pd](P(c2ccccc2)(c2ccccc2)c2ccccc2)(P(c2ccccc2)(c2ccccc2)c2ccccc2)P(c2ccccc2)(c2ccccc2)c2ccccc2)cc1. Product: CC(Oc1ccc(-c2ccc(C#N)c(C#N)c2)cc1)C(O)CCc1cccnc1. Reaction SMILES: [CH3:40][CH2:41][OH:42].[I:23][c:24]1[cH:25][c:26]([C:32]#[N:33])[c:27]([C:30]#[N:31])[cH:28][cH:29]1.[Na+:34].[Na+:35].[O-:36][C:37](=[O:38])[O-:39].[OH:1][CH:2]([CH:3]([O:4][c:5]1[cH:6][cH:7][c:8]([B:11]([OH:12])[OH:13])[cH:9][cH:10]1)[CH3:14])[CH2:15][CH2:16][c:17]1[cH:18][n:19][cH:20][cH:21][cH:22]1.[cH:43]1[cH:44][cH:45][c:46]([P:47]([Pd:48]([P:49]([c:50]2[cH:51][cH:52][cH:53][cH:54][cH:55]2)([c:56]2[cH:57][cH:58][cH:59][cH:60][cH:61]2)[c:62]2[cH:63][cH:64][cH:65][cH:66][cH:67]2)([P:68]([c:69]2[cH:70][cH:71][cH:72][cH:73][cH:74]2)([c:75]2[cH:76][cH:77][cH:78][cH:79][cH:80]2)[c:81]2[cH:82][cH:83][cH:84][cH:85][cH:86]2)[P:87]([c:88]2[cH:89][cH:90][cH:91][cH:92][cH:93]2)([c:94]2[cH:95][cH:96][cH:97][cH:98][cH:99]2)[c:100]2[cH:101][cH:102][cH:103][cH:104][cH:105]2)([c:106]2[cH:107][cH:108][cH:109][cH:110][cH:111]2)[c:112]2[cH:113][cH:114][cH:115][cH:116][cH:117]2)[cH:118][cH:119]1>>[OH:1][CH:2]([CH:3]([O:4][c:5]1[cH:6][cH:7][c:8](-[c:24]2[cH:25][c:26]([C:32]#[N:33])[c:27]([C:30]#[N:31])[cH:28][cH:29]2)[cH:9][cH:10]1)[CH3:14])[CH2:15][CH2:16][c:17]1[cH:18][n:19][cH:20][cH:21][cH:22]1. Starting materials: CC(C)(C)N(Cc1ccccc1)CC(COc1cccc2c1CC(=O)N2)OC(=O)c1cccnc1, [H][H], C1CCOC1, [Pd]. The product is CC(C)(C)NCC(COc1cccc2c1CC(=O)N2)OC(=O)c1cccnc1. As a reaction SMILES: [CH2:1]([c:2]1[cH:3][cH:4][cH:5][cH:6][cH:7]1)[N:8]([CH2:9][CH:10]([CH2:11][O:12][c:13]1[c:14]2[c:18]([cH:19][cH:20][cH:21]1)[NH:17][C:16](=[O:22])[CH2:15]2)[O:23][C:24]([c:25]1[cH:26][n:27][cH:28][cH:29][cH:30]1)=[O:31])[C:32]([CH3:33])([CH3:34])[CH3:35].[H:36][H:37].[O:39]1[CH2:40][CH2:41][CH2:42][CH2:43]1.[Pd:38]>>[NH:8]([CH2:9][CH:10]([CH2:11][O:12][c:13]1[c:14]2[c:18]([cH:19][cH:20][cH:21]1)[NH:17][C:16](=[O:22])[CH2:15]2)[O:23][C:24]([c:25]1[cH:26][n:27][cH:28][cH:29][cH:30]1)=[O:31])[C:32]([CH3:33])([CH3:34])[CH3:35].